Task: describe an organic reaction: reactants, conditions, products, and yield. Dataset: the Open Reaction Database (ORD), a public repository of structured organic reaction records The reactants are P(=O)(Cl)(Cl)Cl (phosphorus oxychloride), CON=C(C(=O)O)C=1N=NSC1 (2-methoxyimino-2-(1,2,3-thiadiazol-4-yl)acetic acid), C[Si](C)(C)CC(=O)N (trimethylsilylacetamide), NC1[C@@H]2N(C(=C(CS2)CSC2=NN=NN2C)C(=O)O)C1=O (7-amino-3-(1-methyl-1H-tetrazol-5-yl)thiomethyl-3-cephem-4-carboxylic acid). Run in C(C)(=O)OCC (ethyl acetate), CN(C=O)C (Dimethylformamide), C(C)(=O)OCC (ethyl acetate), C(C)(=O)OCC (ethyl acetate), C(C)(=O)OCC (ethyl acetate). Reaction conditions: temperature -5 celsius. Yields the product CON=C(C(=O)NC1[C@@H]2N(C(=C(CS2)CSC2=NN=NN2C)C(=O)O)C1=O)C=1N=NSC1 (7-[2-methoxyimino-2-(1,2,3-thiadiazol-4-yl)acetamido]-3-(1-methyl-1H-tetrazol-5-yl)thiomethyl-3-cephem-4-carboxylic acid). Isolated yield 42.3%. As a reaction SMILES: P(Cl)(Cl)(Cl)=O.[CH3:6][O:7][N:8]=[C:9]([C:13]1[N:14]=[N:15][S:16][CH:17]=1)[C:10]([OH:12])=O.C[Si](CC(N)=O)(C)C.[NH2:26][CH:27]1[C:45](=[O:46])[N:29]2[C:30]([C:42]([OH:44])=[O:43])=[C:31]([CH2:34][S:35][C:36]3[N:40]([CH3:41])[N:39]=[N:38][N:37]=3)[CH2:32][S:33][C@H:28]12>C(OCC)(=O)C.CN(C)C=O>[CH3:6][O:7][N:8]=[C:9]([C:13]1[N:14]=[N:15][S:16][CH:17]=1)[C:10]([NH:26][CH:27]1[C:45](=[O:46])[N:29]2[C:30]([C:42]([OH:44])=[O:43])=[C:31]([CH2:34][S:35][C:36]3[N:40]([CH3:41])[N:39]=[N:38][N:37]=3)[CH2:32][S:33][C@H:28]12)=[O:12]. Procedure: Dimethylformamide (0.34 g.) was added to dry ethyl acetate (1 ml.), and then phosphorus oxychloride (0.72 g.) was added thereto under 10° C. The mixture was stirred at -5° C. to solidify. Dry ethyl acetate (10 ml.) was added thereto and 2-methoxyimino-2-(1,2,3-thiadiazol-4-yl)acetic acid (syn isomer) (0.8 g.) was added to the mixture at 0° C., after which the resulting mixture was stirred for 30 minutes at the same temperature. On the other hand, trimethylsilylacetamide (4.9 g.) was added to a s... Starting materials: C(\C=C\C(=O)O)(=O)O (fumaric acid), FC1=CC2=C(C(=NO2)C2CCN(CC2)CCCN)C=C1 (3-[4-(6-fluoro-1,2-benzisoxazol-3-yl)-1-piperidinyl]propyl amine), C(=O)([O-])[O-].[K+].[K+] (K2CO3), BrC(C=1C(=CC=CC1)C)Br (α,α-dibromo-o-xylene). Run in C(C)O (ethanol), C(C)#N (acetonitrile), C(C)O (ethanol). Product: C(\C=C\C(=O)O)(=O)O.C(\C=C\C(=O)O)(=O)O.FC1=CC2=C(C(=NO2)C2CCN(CC2)CCCN2CC3=CC=CC=C3C2)C=C1 (4-(6-Fluoro-1,2-benzisoxazol-3yl)-1-[3-(2,3-dihydro-1H-isoindol-2-yl)propyl]piperidine difumarate). Reaction SMILES: [F:1][C:2]1[CH:20]=[CH:19][C:5]2[C:6]([CH:9]3[CH2:14][CH2:13][N:12]([CH2:15][CH2:16][CH2:17][NH2:18])[CH2:11][CH2:10]3)=[N:7][O:8][C:4]=2[CH:3]=1.C([O-])([O-])=O.[K+].[K+].Br[CH:28](Br)[C:29]1[C:30]([CH3:35])=[CH:31][CH:32]=[CH:33][CH:34]=1.[C:37]([OH:44])(=[O:43])/[CH:38]=[CH:39]/[C:40]([OH:42])=[O:41]>C(#N)C.C(O)C>[C:37]([OH:44])(=[O:43])/[CH:38]=[CH:39]/[C:40]([OH:42])=[O:41].[C:37]([OH:44])(=[O:43])/[CH:38]=[CH:39]/[C:40]([OH:42])=[O:41].[F:1][C:2]1[CH:20]=[CH:19][C:5]2[C:6]([CH:9]3[CH2:14][CH2:13][N:12]([CH2:15][CH2:16][CH2:17][N:18]4[CH2:35][C:30]5[C:29](=[CH:34][CH:33]=[CH:32][CH:31]=5)[CH2:28]4)[CH2:11][CH2:10]3)=[N:7][O:8][C:4]=2[CH:3]=1 |f:1.2.3,8.9.10|. Procedure details: A stirred mixture of 3-[4-(6-fluoro-1,2-benzisoxazol-3-yl)-1-piperidinyl]propyl amine (3.46 g, 12.5 mmol), K2CO3 (4 g, 29 mmol) and α,α-dibromo-o-xylene (3.3 g, 12.5 mmol) in acetonitrile (300 ml) was heated at reflux for 3.5 hours. The mixture was cooled and the insolubles were filtered. The dark red solution was concentrated down to a dark oil. This oil was purified by flash chromatography over a silica gel column (SiO2, 45 g; eluted with dichloromethane and MeOH in dichloromethane). The produ...